This data is from the Open Reaction Database (ORD), a public repository of structured organic reaction records. The task is: describe an organic reaction: reactants, conditions, products, and yield Reactants: [N+](=O)([O-])C=1C=C(SC1C)C(=O)OC (methyl 4-nitro-5-methylthiophene-2-carboxylate), C(C1=CC=CC=C1)OC1=C(C=O)C=CC(=C1)OCC1=CC=CC=C1 (2,4-bisbenzyloxybenzaldehyde), N1CCCC1 (pyrrolidine). Run in C(C)O (ethanol). Conditions: time 1 hour. Product: C(C1=CC=CC=C1)OC1=C(C=CC(=C1)OCC1=CC=CC=C1)/C=C/C1=C(C=C(S1)C(=O)OC)[N+](=O)[O-] (methyl (E)-5-[2-(2,4-bisbenzyloxyphenyl)vinyl]-4-nitrothiophene-2-carboxylate). Yield: 82.3%. Reaction SMILES: [N+:1]([C:4]1[CH:5]=[C:6]([C:10]([O:12][CH3:13])=[O:11])[S:7][C:8]=1[CH3:9])([O-:3])=[O:2].[CH2:14]([O:21][C:22]1[CH:29]=[C:28]([O:30][CH2:31][C:32]2[CH:37]=[CH:36][CH:35]=[CH:34][CH:33]=2)[CH:27]=[CH:26][C:23]=1[CH:24]=O)[C:15]1[CH:20]=[CH:19][CH:18]=[CH:17][CH:16]=1.N1CCCC1>C(O)C>[CH2:14]([O:21][C:22]1[CH:29]=[C:28]([O:30][CH2:31][C:32]2[CH:37]=[CH:36][CH:35]=[CH:34][CH:33]=2)[CH:27]=[CH:26][C:23]=1/[CH:24]=[CH:9]/[C:8]1[S:7][C:6]([C:10]([O:12][CH3:13])=[O:11])=[CH:5][C:4]=1[N+:1]([O-:3])=[O:2])[C:15]1[CH:16]=[CH:17][CH:18]=[CH:19][CH:20]=1. Procedure details: To a solution of methyl 4-nitro-5-methylthiophene-2-carboxylate (1.50 g, 7.46 mmol) in ethanol (7.5 ml) were added 2,4-bisbenzyloxybenzaldehyde (2.49 g, 7.83 mmol) and pyrrolidine (0.65 ml, 7.83 mmol). After stirring for 1 hr with heating under reflux, the reaction mixture was allowed to cool to room temperature. The precipitated solid was collected by filtration. The solid was washed with ethanol (3 ml×3), and dried under reduced pressure to give methyl (E)-5-[2-(2,4-bisbenzyloxyphenyl)vinyl]-4... Starting materials: N1N=CC2=CC=CC=C12 (indazole), NN (hydrazine), C1CCOC1 (THF), O1CCOCC1 (dioxane). The solvent is ClCCl (dichloromethane). Product: NC1=NNC2=CC=CC=C12 (amino-indazole). RXN SMILES: [NH:1]1[C:9]2[C:4](=[CH:5][CH:6]=[CH:7][CH:8]=2)[CH:3]=[N:2]1.[NH2:10]N.C1COCC1.O1CCOCC1>ClCCl>[NH2:10][C:3]1[C:4]2[C:9](=[CH:8][CH:7]=[CH:6][CH:5]=2)[NH:1][N:2]=1. Procedure: Indazole (XV) is treated with hydrazine in an organic solvent such as THF, dioxane or dichloromethane, at a temperature in the range of about 0° C. to about 25° C., to yield the corresponding indazole (IV). The reactants are [Br-].[Li+] (lithium bromide), C(C)(C)(C)[Li] (t-butyllithium), ClC1=CC=2C3(C4=CC=CC=C4C(C2C=C1)C3)CN3CCC(CC3)=O (1-(2-chloro-9,10-dihydro-9,10-methanoanthracen-9-ylmethyl)-4-piperidinone). Solvent: O1CCCC1 (tetrahydrofuran), O1CCCC1 (tetrahydrofuran). The product is ClC1=CC=2C3(C4=CC=CC=C4C(C2C=C1)C3)CN3CCC(CC3)(O)C(C)(C)C (1-(2-Chloro-9,10-dihydro-9,10-methanoanthracen-9-ylmethyl)-4-(1,1-dimethylethyl)piperidin-4-ol). Yield: 52.0%. RXN SMILES: [Br-].[Li+].[C:3]([Li])([CH3:6])([CH3:5])[CH3:4].[Cl:8][C:9]1[CH:22]=[CH:21][C:20]2[CH:19]3[CH2:23][C:12]([CH2:24][N:25]4[CH2:30][CH2:29][C:28](=[O:31])[CH2:27][CH2:26]4)([C:13]4[C:18]3=[CH:17][CH:16]=[CH:15][CH:14]=4)[C:11]=2[CH:10]=1>O1CCCC1>[Cl:8][C:9]1[CH:22]=[CH:21][C:20]2[CH:19]3[CH2:23][C:12]([CH2:24][N:25]4[CH2:26][CH2:27][C:28]([C:3]([CH3:6])([CH3:5])[CH3:4])([OH:31])[CH2:29][CH2:30]4)([C:13]4[C:18]3=[CH:17][CH:16]=[CH:15][CH:14]=4)[C:11]=2[CH:10]=1 |f:0.1|. Reported procedure: To a cooled solution (-78° C.) of lithium bromide (770 mg, 8.87 mmol, 1.5 eq) in tetrahydrofuran (60 mL) under nitrogen was added recently titrated t-butyllithium (1.7M in pentane, 4.20 mL, 7.10 mmol, 1.2 eq). The resulting strong yellow color was quenched on the addition of a 1-(2-chloro-9,10-dihydro-9,10-methanoanthracen-9-ylmethyl)-4-piperidinone (described in example 1m) (2.00 g, 5.92 mmol) solution in tetrahydrofuran (15 mL). The reaction was warmed to room temperature over 10 min and quenc...